This data is from the Open Reaction Database (ORD), a public repository of structured organic reaction records. The task is: describe an organic reaction: reactants, conditions, products, and yield Starting materials: C(C(=O)O)(=O)O (oxalic acid), [N+](=O)([O-])[O-].[NH4+] (ammonium nitrate), [Sc] (scandium). As a reaction SMILES: [C:1]([OH:6])(=[O:5])[C:2]([OH:4])=[O:3].[N+]([O-])([O-])=O.[NH4+].[Sc:12]>>[C:1]([O-:6])(=[O:5])[C:2]([O-:4])=[O:3].[Sc+3:12].[C:1]([O-:6])(=[O:5])[C:2]([O-:4])=[O:3].[C:1]([O-:6])(=[O:5])[C:2]([O-:4])=[O:3].[Sc+3:12] |f:1.2,4.5.6.7.8|. Procedure details: adding oxalic acid to the collected ammonium nitrate solution containing scandium to form a precipitate of scandium oxalate; and Yields the product C(C(=O)[O-])(=O)[O-].[Sc+3].C(C(=O)[O-])(=O)[O-].C(C(=O)[O-])(=O)[O-].[Sc+3] (scandium oxalate). Starting materials: O=C([O-])[O-], CS(C)=O, Cl, N#CC(C#N)CC(F)(F)C(F)(F)C(F)(F)C(F)F, FC(F)(F)C(F)(F)CCI, [K+], [K+]. Yields the product N#CC(C#N)(CCC(F)(F)C(F)(F)F)CC(F)(F)C(F)(F)C(F)(F)C(F)F. RXN SMILES: [C:29](=[O:30])([O-:31])[O-:32].[CH3:36][S:37](=[O:38])[CH3:39].[ClH:35].[F:1][C:2]([CH2:3][CH:4]([C:5]#[N:6])[C:7]#[N:8])([C:9]([C:10]([CH:11]([F:12])[F:13])([F:14])[F:15])([F:16])[F:17])[F:18].[I:19][CH2:20][CH2:21][C:22]([C:23]([F:24])([F:25])[F:26])([F:27])[F:28].[K+:33].[K+:34]>>[F:1][C:2]([CH2:3][C:4]([C:5]#[N:6])([C:7]#[N:8])[CH2:20][CH2:21][C:22]([C:23]([F:24])([F:25])[F:26])([F:27])[F:28])([C:9]([C:10]([CH:11]([F:12])[F:13])([F:14])[F:15])([F:16])[F:17])[F:18].